From a dataset of the Open Reaction Database (ORD), a public repository of structured organic reaction records. describe an organic reaction: reactants, conditions, products, and yield Starting materials: S1C=CC=2C1=CN=C(C2)N (thieno[2,3-c]pyridin-5-ylamine), F.N1=CC=CC=C1 (pyridine hydrofluoride), N(=O)[O-].[Na+] (sodium nitrite), N(=O)[O-].[Na+] (sodium nitrite), [NH4+].[OH-] (NH4OH). Reaction conditions: time 50 minute. Product: FC=1C=C2C(=CN1)SC=C2 (5-fluorothieno[2,3-c]pyridine). Yield: 32.6%. RXN SMILES: [S:1]1[C:5]2=[CH:6][N:7]=[C:8](N)[CH:9]=[C:4]2[CH:3]=[CH:2]1.[FH:11].N1C=CC=CC=1.N([O-])=O.[Na+].[NH4+].[OH-]>>[F:11][C:8]1[CH:9]=[C:4]2[CH:3]=[CH:2][S:1][C:5]2=[CH:6][N:7]=1 |f:1.2,3.4,5.6|. Procedure details: To a solution of thieno[2,3-c]pyridin-5-ylamine (24.0 mg, 0.160 mmol) in pyridine hydrofluoride (0.50 mL, 5.50 mmol) in a plastic bottle was added sodium nitrite (33.1 mg, 0.479 mmol). The reaction mixture was stirred at RT for 50 min. Another portion of sodium nitrite was added and the mixture was stirred at RT for another 30 min, then at 100° C. for 1 h. The reaction mixture was then poured into 1:1 NH4OH:water (10 mL) and extracted with EtOAc (3×15 mL). The combined organic extracts were wash... The reactants are Cl (HCl), C[Si](CCOCOC1=C(C=CC(=C1)OCOCC[Si](C)(C)C)C=1C(OC2=CC(=CC=C2C1CBr)OCOCC[Si](C)(C)C)=O)(C)C (3-[2,4-bis-(2-trimethylsilanyl-ethoxymethoxy)-phenyl]-4-bromomethyl-7-(2-trimethylsilanyl-ethoxymethoxy)-chromen-2-one). Solvent: CCOC(=O)C (EtOAc). Conditions: time 24 hour. Yields the product C[Si](CCOCOC1=C(C=CC(=C1)OCOCC[Si](C)(C)C)C=1C(OC2=CC(=CC=C2C1C)OCOCC[Si](C)(C)C)=O)(C)C (3-[2,4-Bis-(2-trimethylsilanyl-ethoxymethoxy)-phenyl]-4-methyl-7-(2-trimethylsilanyl-ethoxymethoxy)-chromen-2-one). As a reaction SMILES: Cl.[CH3:2][Si:3]([CH3:47])([CH3:46])[CH2:4][CH2:5][O:6][CH2:7][O:8][C:9]1[CH:14]=[C:13]([O:15][CH2:16][O:17][CH2:18][CH2:19][Si:20]([CH3:23])([CH3:22])[CH3:21])[CH:12]=[CH:11][C:10]=1[C:24]1[C:25](=[O:45])[O:26][C:27]2[C:32]([C:33]=1[CH2:34]Br)=[CH:31][CH:30]=[C:29]([O:36][CH2:37][O:38][CH2:39][CH2:40][Si:41]([CH3:44])([CH3:43])[CH3:42])[CH:28]=2>CCOC(C)=O>[CH3:46][Si:3]([CH3:2])([CH3:47])[CH2:4][CH2:5][O:6][CH2:7][O:8][C:9]1[CH:14]=[C:13]([O:15][CH2:16][O:17][CH2:18][CH2:19][Si:20]([CH3:21])([CH3:22])[CH3:23])[CH:12]=[CH:11][C:10]=1[C:24]1[C:25](=[O:45])[O:26][C:27]2[C:32]([C:33]=1[CH3:34])=[CH:31][CH:30]=[C:29]([O:36][CH2:37][O:38][CH2:39][CH2:40][Si:41]([CH3:44])([CH3:43])[CH3:42])[CH:28]=2. Procedure details: Into 1N HCl (10 mL) (1N HCl solution made using concentrated HCl in 1:1 THF:IPA) was dissolved 3-[2,4-bis-(2-trimethylsilanyl-ethoxymethoxy)-phenyl]-4-bromomethyl-7-(2-trimethylsilanyl-ethoxymethoxy)-chromen-2-one (200 mg, 0.544 mmol) and the resulting mixture was stirred for 24 h at room temperature. The reaction mixture was then diluted with EtOAc (100 mL) and the organic layer washed with water (2×20 mL) and brine (30 mL). The organic layer was dried over Na2SO4, filtered and the organic solv... Starting materials: CC(C)=O, O=C(Cl)OCc1ccccc1, [Na+], O, O=C([O-])O, CC1NCCN(CCCO)C1=O. Yields the product CC1C(=O)N(CCCO)CCN1C(=O)OCc1ccccc1. As a reaction SMILES: [CH3:29][C:30](=[O:31])[CH3:32].[Cl:18][C:19](=[O:20])[O:21][CH2:22][c:23]1[cH:24][cH:25][cH:26][cH:27][cH:28]1.[Na+:1].[OH2:33].[OH:2][C:3](=[O:4])[O-:5].[OH:6][CH2:7][CH2:8][CH2:9][N:10]1[C:11](=[O:17])[CH:12]([CH3:16])[NH:13][CH2:14][CH2:15]1>>[OH:6][CH2:7][CH2:8][CH2:9][N:10]1[C:11](=[O:17])[CH:12]([CH3:16])[N:13]([C:19](=[O:20])[O:21][CH2:22][c:23]2[cH:24][cH:25][cH:26][cH:27][cH:28]2)[CH2:14][CH2:15]1. Starting materials: C1(CCCCC1)N=C=NC1CCCCC1 (dicyclohexylcarbodiimide), CN(C)C1=NC=CC=C1 (dimethylaminopyridine), C(CCCCCCC\C=C/CCCCCCCC)(=O)O (oleic acid), C(CCCCCCCCCCCCCCC)(=O)OCC(O)CO (1-palmitoylglycerol). Solvent: ClCCl (dichloromethane). Reaction conditions: time 24 hour. Yields the product C(CCCCCCC\C=C/CCCCCCCC)OCC(O)COC(CCCCCCCCCCCCCCC)=O (1-oleyl-3-palmitoylglycerol). Isolated yield 23.0%. Reaction SMILES: [C:1]([O:18][CH2:19][CH:20]([CH2:22][OH:23])[OH:21])(=[O:17])[CH2:2][CH2:3][CH2:4][CH2:5][CH2:6][CH2:7][CH2:8][CH2:9][CH2:10][CH2:11][CH2:12][CH2:13][CH2:14][CH2:15][CH3:16].C1(N=C=NC2CCCCC2)CCCCC1.CN(C1C=CC=CN=1)C.[C:48](O)(=O)[CH2:49][CH2:50][CH2:51][CH2:52][CH2:53][CH2:54][CH2:55]/[CH:56]=[CH:57]\[CH2:58][CH2:59][CH2:60][CH2:61][CH2:62][CH2:63][CH2:64][CH3:65]>ClCCl>[CH2:48]([O:23][CH2:22][CH:20]([CH2:19][O:18][C:1](=[O:17])[CH2:2][CH2:3][CH2:4][CH2:5][CH2:6][CH2:7][CH2:8][CH2:9][CH2:10][CH2:11][CH2:12][CH2:13][CH2:14][CH2:15][CH3:16])[OH:21])[CH2:49][CH2:50][CH2:51][CH2:52][CH2:53][CH2:54][CH2:55]/[CH:56]=[CH:57]\[CH2:58][CH2:59][CH2:60][CH2:61][CH2:62][CH2:63][CH2:64][CH3:65]. Reported procedure: Glycerol palmitate (example 2b) (5.516 g, 0.017 mol) was dissolved in dichloromethane (500 ml) and dicyclohexylcarbodiimide (5.165 g, 0.025 mol), dimethylaminopyridine (3.058 g, 0.025 mol) and oleic acid (4.714 g, 0.017 mol) were then added. The reaction mixture was stirred at room temperature for 24 hours. The dicyclohexylurea precipitate was filtered, washed with dichloromethane and the filtrate was evaporated under vacuum. The residue obtained was purified by silica gel chromatography (eluent... Reactants: COC(C)(C)C (methyl-tert-butylether), C([O-])([O-])=O.[Cs+].[Cs+] (cesium carbonate), FC1=C(C#N)C=CC(=C1)O (2-Fluoro-4-hydroxybenzonitrile), ClCC1=C(N=C(S1)C1=CC=C(C=C1)C(F)(F)F)C (5-Chloromethyl-4-methyl-2-(4-trifluoromethyl-phenyl)-thiazole). Run in CN(C=O)C (dimethylformamide). Reaction conditions: time 3 hour. Product: FC1=C(C#N)C=CC(=C1)OCC1=C(N=C(S1)C1=CC=C(C=C1)C(F)(F)F)C (2-Fluoro-4-[4-methyl-2-(4-trifluoromethyl-phenyl)-thiazole-5-ylmethoxy]-benzonitrile). Isolated yield 20.3%. RXN SMILES: Cl[CH2:2][C:3]1[S:7][C:6]([C:8]2[CH:13]=[CH:12][C:11]([C:14]([F:17])([F:16])[F:15])=[CH:10][CH:9]=2)=[N:5][C:4]=1[CH3:18].C(=O)([O-])[O-].[Cs+].[Cs+].[F:25][C:26]1[CH:33]=[C:32]([OH:34])[CH:31]=[CH:30][C:27]=1[C:28]#[N:29].COC(C)(C)C>CN(C)C=O>[F:25][C:26]1[CH:33]=[C:32]([O:34][CH2:2][C:3]2[S:7][C:6]([C:8]3[CH:13]=[CH:12][C:11]([C:14]([F:17])([F:16])[F:15])=[CH:10][CH:9]=3)=[N:5][C:4]=2[CH3:18])[CH:31]=[CH:30][C:27]=1[C:28]#[N:29] |f:1.2.3|. Procedure details: 560 mg of 5-Chloromethyl-4-methyl-2-(4-trifluoromethyl-phenyl)-thiazole were dissolved in 10 ml dimethylformamide. 1.2 g of cesium carbonate and 395 mg 2-Fluoro-4-hydroxybenzonitrile was added and the mixture was stirred at room temperature for three hours. Then 50 ml of methyl-tert-butylether was added, the mixture washed with brine and dried over MgSO4. The solvent was removed in vacuo. The resulting crude material was purified by reversed phase HPLC to obtain 153 mg of 2-Fluoro-4-[4-methyl-2-...